Dataset: the Open Reaction Database (ORD), a public repository of structured organic reaction records. Task: describe an organic reaction: reactants, conditions, products, and yield Starting materials: C(C1=CC=CC=C1)N(CC(COC1=CC=CC=C1)O)CCC1=CC=C(OCC(=O)OC)C=C1 (methyl 4-[2-(N-benzyl-N-(2-hydroxy-3-phenoxypropyl)amino)ethyl]phenoxyacetate), N1CCCCC1 (piperidine). The solvent is CO (methanol). Yields the product C(C1=CC=CC=C1)N(CC(COC1=CC=CC=C1)O)CCC1=CC=C(OCC(=O)N2CCCCC2)C=C1 (N-(4-[2-(N-benzyl-N-(2-hydroxy-3-phenoxypropyl)amino)ethyl]phenoxyacetyl)piperidine). As a reaction SMILES: [CH2:1]([N:8]([CH2:20][CH2:21][C:22]1[CH:33]=[CH:32][C:25]([O:26][CH2:27][C:28](OC)=[O:29])=[CH:24][CH:23]=1)[CH2:9][CH:10]([OH:19])[CH2:11][O:12][C:13]1[CH:18]=[CH:17][CH:16]=[CH:15][CH:14]=1)[C:2]1[CH:7]=[CH:6][CH:5]=[CH:4][CH:3]=1.[NH:34]1[CH2:39][CH2:38][CH2:37][CH2:36][CH2:35]1>CO>[CH2:1]([N:8]([CH2:20][CH2:21][C:22]1[CH:23]=[CH:24][C:25]([O:26][CH2:27][C:28]([N:34]2[CH2:39][CH2:38][CH2:37][CH2:36][CH2:35]2)=[O:29])=[CH:32][CH:33]=1)[CH2:9][CH:10]([OH:19])[CH2:11][O:12][C:13]1[CH:18]=[CH:17][CH:16]=[CH:15][CH:14]=1)[C:2]1[CH:3]=[CH:4][CH:5]=[CH:6][CH:7]=1. Procedure details: A solution of methyl 4-[2-(N-benzyl-N-(2-hydroxy-3-phenoxypropyl)amino)ethyl]phenoxyacetate (6.0 g) and piperidine (16 ml) in methanol (60 ml) was stored at room temperature for 4 days. The solvent and excess reagent were evaporated under reduced pressure. Toluene was added to the residue and volatile material was evaporated. This procedure was repeated twice more. The crude intermediate (8.0 g) was purified by chromatography on K60 silica (210 g) using a mixture of methanol and dichloromethane ...